Dataset: the Open Reaction Database (ORD), a public repository of structured organic reaction records. Task: describe an organic reaction: reactants, conditions, products, and yield Starting materials: C(C)N1C2=C(N(C(C3=C1N=CC=C3)=O)C)C=CC(=N2)C=2C=NNC2 (5,11-dihydro-11-ethyl-5-methyl-2-(4-pyrazolyl)-6H-dipyrido[3,2-b:2',3'-e][1,4]diazepin-6-one), C(C)(=O)[O-].[K+] (potassium acetate). The solvent is C(C)(=O)OC(C)=O (acetic anhydride). Product: C(C)(=O)N1N=CC(=C1)C=1C=CC=2N(C(C3=C(N(C2N1)CC)N=CC=C3)=O)C (2-(1-Acetylpyrazol-4-yl)-5,11-dihydro-11-ethyl-5-methyl-6H-dipyrido[3,2-b:2',3'-e][1,4]diazepin-6-one). RXN SMILES: [CH2:1]([N:3]1[C:9]2[N:10]=[CH:11][CH:12]=[CH:13][C:8]=2[C:7](=[O:14])[N:6]([CH3:15])[C:5]2[CH:16]=[CH:17][C:18]([C:20]3[CH:21]=[N:22][NH:23][CH:24]=3)=[N:19][C:4]1=2)[CH3:2].[C:25]([O-])(=[O:27])[CH3:26].[K+]>C(OC(=O)C)(=O)C>[C:25]([N:22]1[CH:21]=[C:20]([C:18]2[CH:17]=[CH:16][C:5]3[N:6]([CH3:15])[C:7](=[O:14])[C:8]4[CH:13]=[CH:12][CH:11]=[N:10][C:9]=4[N:3]([CH2:1][CH3:2])[C:4]=3[N:19]=2)[CH:24]=[N:23]1)(=[O:27])[CH3:26] |f:1.2|. Procedure: The title compound (mp 186°-188° C.) was prepared from 5,11-dihydro-11-ethyl-5-methyl-2-(4-pyrazolyl)-6H-dipyrido[3,2-b:2',3'-e][1,4]diazepin-6-one by heating in acetic anhydride under reflux for 1 hour in the presence of potassium acetate. The reactants are Cl.[N+](=O)([O-])C=1C=C2CC(C(C2=CC1)NCC1=CC=CC=C1)C (5-nitro-2-(methyl)(phenylmethyl)aminoindane hydrochloride). Reagents/catalysts: [Zn] (zinc). Run in C(C)(=O)O.O (acetic acid water). Conditions: time 1 minute. Yields the product Cl.Cl.NC=1C=C2CC(C(C2=CC1)NCC1=CC=CC=C1)C (5-Amino-2-(methyl)(phenylmethyl)aminoindane dihydrochloride). RXN SMILES: [ClH:1].[N+:2]([C:5]1[CH:6]=[C:7]2[C:11](=[CH:12][CH:13]=1)[CH:10]([NH:14][CH2:15][C:16]1[CH:21]=[CH:20][CH:19]=[CH:18][CH:17]=1)[CH:9]([CH3:22])[CH2:8]2)([O-])=O>C(O)(=O)C.O.[Zn]>[ClH:1].[ClH:1].[NH2:2][C:5]1[CH:6]=[C:7]2[C:11](=[CH:12][CH:13]=1)[CH:10]([NH:14][CH2:15][C:16]1[CH:21]=[CH:20][CH:19]=[CH:18][CH:17]=1)[CH:9]([CH3:22])[CH2:8]2 |f:0.1,2.3,5.6.7|. Procedure details: To 5-nitro-2-(methyl)(phenylmethyl)aminoindane hydrochloride (1.08 g, 339 mmol) in 85% acetic acid/water was added zinc powder (3.0 g). The mixture was stirred for 1 minute, filtered through celite and concentrated. The concentrate was neutralized with 2N NaOH and extracted with ethyl acetate (3×50 ml). The combined extracts were washed with water, dried over magnesium sulfate, and reduced to a syrup. The oil was treated with IPA/HCl, concentrated and used immediately in the next step. Starting materials: O[C@H](COC1=NC(=NC2=CC=CC=C12)N1CCNCC1)[C@@H](C)O (4-[(2R,3R)-(2,3-dihydroxybutan-1-yl)oxy]-2-(1-piperazinyl)quinazoline), Cl.CO (HCl methanol). Run in CO (methanol). The product is Cl.O[C@H](COC1=NC(=NC2=CC=CC=C12)N1CCNCC1)[C@@H](C)O (4-[(2R,3R)-(2,3-dihydroxybutan-1-yl)oxy]-2-(1-piperazinyl)quinazoline monohydrochloride). As a reaction SMILES: [OH:1][C@@H:2]([C@H:21]([OH:23])[CH3:22])[CH2:3][O:4][C:5]1[C:14]2[C:9](=[CH:10][CH:11]=[CH:12][CH:13]=2)[N:8]=[C:7]([N:15]2[CH2:20][CH2:19][NH:18][CH2:17][CH2:16]2)[N:6]=1.[ClH:24].CO>CO>[ClH:24].[OH:1][C@@H:2]([C@H:21]([OH:23])[CH3:22])[CH2:3][O:4][C:5]1[C:14]2[C:9](=[CH:10][CH:11]=[CH:12][CH:13]=2)[N:8]=[C:7]([N:15]2[CH2:16][CH2:17][NH:18][CH2:19][CH2:20]2)[N:6]=1 |f:1.2,4.5|. Reported procedure: 4-[(2R,3R)-(2,3-Dihydroxybutan-1-yl)oxy]-2-(1-piperazinyl)quinazoline (cf. Example 55) (0.85 g) is dissolved in methanol (10 ml), and thereto is added 2N HCl-methanol (1.6 ml), and the mixture is evaporated to dryness under reduced pressure. The resulting residue is recrystallized from ethanol to give 4-[(2R,3R)-(2,3-dihydroxybutan-1-yl)oxy]-2-(1-piperazinyl)quinazoline monohydrochloride (0.3 g). Reactants: Cl.C(C)(=O)OCC (hydrochloric acid ethyl acetate), BrC1=CC=CC=2N1N=C(C2N(C(OC(C)(C)C)=O)CC2CC2)CC (tert-butyl N-(7-bromo-2-ethylpyrazolo[1,5-a]pyridin-3-yl)-N-cyclopropylmethylcarbamate), [OH-].[Na+] (sodium hydroxide). Run in C(C)(=O)OCC (ethyl acetate). Run at time 2 hour. Yields the product BrC1=CC=CC=2N1N=C(C2NCC2CC2)CC (N-(7-Bromo-2-ethylpyrazolo[1,5-a]pyridin-3-yl)-N-cyclopropylmethylamine). Reaction SMILES: [Br:1][C:2]1[N:7]2[N:8]=[C:9]([CH2:23][CH3:24])[C:10]([N:11]([CH2:19][CH:20]3[CH2:22][CH2:21]3)C(=O)OC(C)(C)C)=[C:6]2[CH:5]=[CH:4][CH:3]=1.Cl.C(OCC)(=O)C.[OH-].[Na+]>C(OCC)(=O)C>[Br:1][C:2]1[N:7]2[N:8]=[C:9]([CH2:23][CH3:24])[C:10]([NH:11][CH2:19][CH:20]3[CH2:21][CH2:22]3)=[C:6]2[CH:5]=[CH:4][CH:3]=1 |f:1.2,3.4|. Reported procedure: To a solution of crude tert-butyl N-(7-bromo-2-ethylpyrazolo[1,5-a]pyridin-3-yl)-N-cyclopropylmethylcarbamate dissolved in ethyl acetate (10 mL) was added 4N hydrochloric acid/ethyl acetate (30 mL), and the reaction mixture was stirred for 2 hours at room temperature. After completion of the reaction, a 5N aqueous sodium hydroxide solution was added to the reaction mixture while cooling with ice for neutralization. The reaction mixture was extracted with ethyl acetate, and after washing the orga... The reactants are C(C)(C)(C)OC(NCC1=CC(=CC=C1)NC(=S)N)=O (N-(3-thioureidophenylmethyl)carbamic acid t-butyl ester), C(C)I (ethyl iodide). Yields the product I.C(C)(C)(C)OC(NCC1=CC(=CC=C1)NC(SCC)=N)=O (N-(3-(S-ethylisothioureido)phenylmethyl)carbamic acid t-butyl ester hydroiodide). The yield is 68.0%. As a reaction SMILES: [C:1]([O:5][C:6](=[O:19])[NH:7][CH2:8][C:9]1[CH:14]=[CH:13][CH:12]=[C:11]([NH:15][C:16]([NH2:18])=[S:17])[CH:10]=1)([CH3:4])([CH3:3])[CH3:2].[CH2:20]([I:22])[CH3:21]>>[IH:22].[C:1]([O:5][C:6](=[O:19])[NH:7][CH2:8][C:9]1[CH:14]=[CH:13][CH:12]=[C:11]([NH:15][C:16](=[NH:18])[S:17][CH2:20][CH3:21])[CH:10]=1)([CH3:4])([CH3:2])[CH3:3] |f:2.3|. Reported procedure: Using the compound obtained in Example 24 as a starting material and also using ethyl iodide as a reagent, the same procedure of Example 4 gave 178 mg of the titled compound (yield, 68%). Starting materials: C1CCOC1, C[O-], CO, Cc1c(F)ccc([N+](=O)[O-])c1C(=O)O, [K+]. The product is COc1ccc([N+](=O)[O-])c(C(=O)O)c1C. Reaction SMILES: [CH2:18]1[O:19][CH2:20][CH2:21][CH2:22]1.[CH3:15][O-:16].[CH3:23][OH:24].[F:1][c:2]1[c:3]([CH3:14])[c:4]([C:5](=[O:6])[OH:7])[c:8]([N+:11](=[O:12])[O-:13])[cH:9][cH:10]1.[K+:17]>>[c:2]1([O:16][CH3:15])[c:3]([CH3:14])[c:4]([C:5](=[O:6])[OH:7])[c:8]([N+:11](=[O:12])[O-:13])[cH:9][cH:10]1. Starting materials: CN1[C@](C(=O)N[C@@H](C(C)C)C(=O)N(C)[C@H]([C@@H](CC(OC2=C(C(=C(C(=C2F)F)F)F)F)=O)OC)[C@H](CC)C)(CCC1)C (1,2-dimethyl-L-prolyl-N-[(3R,4S,5S)-3-methoxy-5-methyl-1-oxo-1-(pentafluorophenoxy)heptan-4-yl]-N-methyl-L-valinamide), C(C)(C)N(CC)C(C)C (diisopropylethylamine), Cl.CO[C@H]([C@H](C(=O)O)C)[C@H]1NCCC1 ((2R,3R)-3-Methoxy-2-methyl-3-[(2S)-pyrrolidin-2-yl]propanoic acid, hydrochloride salt). Run in ClCCl (dichloromethane), ClCCl (dichloromethane). Conditions: time 16 hour. Product: CN1[C@](C(=O)N[C@@H](C(C)C)C(=O)N(C)[C@H]([C@@H](CC(=O)N2[C@@H](CCC2)[C@@H]([C@@H](C)C(=O)O)OC)OC)[C@H](CC)C)(CCC1)C (1,2-dimethyl-L-prolyl-N-[(3R,4S,5S)-1-{(2S)-2-[(1R,2R)-2-carboxy-1-methoxypropyl]pyrrolidin-1-yl}-3-methoxy-5-methyl-1-oxoheptan-4-yl]-N-methyl-L-valinamide). Yield: 34.2%. As a reaction SMILES: [CH3:1][N:2]1[CH2:40][CH2:39][CH2:38][C@@:3]1([CH3:41])[C:4]([NH:6][C@H:7]([C:11]([N:13]([C@@H:15]([C@@H:34]([CH3:37])[CH2:35][CH3:36])[C@H:16]([O:32][CH3:33])[CH2:17][C:18](=[O:31])OC1C(F)=C(F)C(F)=C(F)C=1F)[CH3:14])=[O:12])[CH:8]([CH3:10])[CH3:9])=[O:5].C(N(C(C)C)CC)(C)C.Cl.[CH3:52][O:53][C@@H:54]([C@@H:60]1[CH2:64][CH2:63][CH2:62][NH:61]1)[C@@H:55]([CH3:59])[C:56]([OH:58])=[O:57]>ClCCl>[CH3:1][N:2]1[CH2:40][CH2:39][CH2:38][C@@:3]1([CH3:41])[C:4]([NH:6][C@H:7]([C:11]([N:13]([C@@H:15]([C@@H:34]([CH3:37])[CH2:35][CH3:36])[C@H:16]([O:32][CH3:33])[CH2:17][C:18]([N:61]1[CH2:62][CH2:63][CH2:64][C@H:60]1[C@H:54]([O:53][CH3:52])[C@H:55]([C:56]([OH:58])=[O:57])[CH3:59])=[O:31])[CH3:14])=[O:12])[CH:8]([CH3:9])[CH3:10])=[O:5] |f:2.3|. Reported procedure: To a cooled solution (0° C.) of #204 (8.0 g, 10.77 mmol, 1 eq.) in dichloromethane (25 mL) was added dropwise diisopropylethylamine (5.6 g, 43.08 mmol, 4 eq.) followed by a solution of #103 (3.22 g, 10.77 mmol, 1 eq.) in dichloromethane (15 mL). After the addition, the mixture was stirred at room temperature for 16 hours and the solvent was removed in vacuo. The residue was purified by silica gel chromatography (Gradient: 1 to 10% methanol in dichloromethane) to give #205 (2.2 g, 33%) as a yello... Starting materials: C12C(C3=CC=CC4=CC=CC1=C34)C(NC2=O)=O (Acenaphthene-1,2-dicarboximide), [K] (potassium), S(=O)(=O)(O)C1=CC=C(C)C=C1.OCCN1C(=NC=C1[N+](=O)[O-])C (1-(2-hydroxyethyl)-2-methyl-5-nitroimidazole tosylate). Solvent: O (water). Yields the product CC=1N(C(=CN1)[N+](=O)[O-])CCN1C(=O)C2C(C3=CC=CC4=CC=CC2=C34)C1=O (N-[2-(2-methyl-5-nitro-1-imidazolyl)ethyl]-acenaphthene-1,2-dicarboximide). Reaction SMILES: [CH:1]12[C:15](=[O:16])[NH:14][C:13](=[O:17])[CH:2]1[C:3]1[C:12]3[C:7](=[CH:8][CH:9]=[CH:10][C:11]2=3)[CH:6]=[CH:5][CH:4]=1.[K].S(C1C=CC(C)=CC=1)(O)(=O)=O.O[CH2:31][CH2:32][N:33]1[C:37]([N+:38]([O-:40])=[O:39])=[CH:36][N:35]=[C:34]1[CH3:41]>O>[CH3:41][C:34]1[N:33]([CH2:32][CH2:31][N:14]2[C:13](=[O:17])[CH:2]3[C:3]4[C:12]5[C:7](=[CH:8][CH:9]=[CH:10][C:11]=5[CH:1]3[C:15]2=[O:16])[CH:6]=[CH:5][CH:4]=4)[C:37]([N+:38]([O-:40])=[O:39])=[CH:36][N:35]=1 |f:2.3,^1:17|. Reported procedure: Acenaphthene-1,2-dicarboximide is converted to the potassium salt and reacted with 1-(2-hydroxyethyl)-2-methyl-5-nitroimidazole tosylate according to the procedure described in Example 13. The crude reaction mixture is cooled and diluted with water, and then extracted with toluene. The solvent is evaporated from the toluene extract and the residue recrystallized from ethanol to give N-[2-(2-methyl-5-nitro-1-imidazolyl)ethyl]-acenaphthene-1,2-dicarboximide melting at about 183°-185° C. Starting materials: C[Si](C)(C)C#C[C@H]1CC[C@H](N1)C(=O)OC (methyl (5R)-5-((trimethylsilyl)ethynyl)-L-prolinate), CN1CCOCC1 (4-methylmorpholine), Cl.CN(CCCN=C=NCC)C (1-(3-(dimethylamino)propyl)-3-ethyl carbodiimide hydrochloride), C1(CCCCC1)NC1CCCCC1.C(C)(C)(C)OC(=O)N[C@H](C(=O)O)C1CCCC1 ((2S)-((tert-butoxycarbonyl)amino)(cyclopentyl)acetic acid dicyclohexylamine salt). Reagents/catalysts: CN(C1=CC=NC=C1)C (4-dimethylamino pyridine). Run in ClCCl (dichloromethane), C(C)(=O)OCC (ethyl acetate). Run at time 16 hour. The product is C(C)(C)(C)OC(=O)N[C@H](C(=O)N1[C@H](C(=O)OC)CC[C@@H]1C#C[Si](C)(C)C)C1CCCC1 (methyl (5R)-1-{(2S)-2-((tert-butoxycarbonyl)amino)-2-cyclopentylethanoyl}-5-((trimethylsilyl)ethynyl)-L-prolinate). RXN SMILES: [CH3:1][Si:2]([C:5]#[C:6][C@@H:7]1[NH:11][C@H:10]([C:12]([O:14][CH3:15])=[O:13])[CH2:9][CH2:8]1)([CH3:4])[CH3:3].CN1CCOCC1.Cl.CN(C)CCCN=C=NCC.C1(NC2CCCCC2)CCCCC1.[C:48]([O:52][C:53]([NH:55][C@@H:56]([CH:60]1[CH2:64][CH2:63][CH2:62][CH2:61]1)[C:57](O)=[O:58])=[O:54])([CH3:51])([CH3:50])[CH3:49]>ClCCl.CN(C)C1C=CN=CC=1.C(OCC)(=O)C>[C:48]([O:52][C:53]([NH:55][C@@H:56]([CH:60]1[CH2:61][CH2:62][CH2:63][CH2:64]1)[C:57]([N:11]1[C@@H:7]([C:6]#[C:5][Si:2]([CH3:3])([CH3:4])[CH3:1])[CH2:8][CH2:9][C@H:10]1[C:12]([O:14][CH3:15])=[O:13])=[O:58])=[O:54])([CH3:51])([CH3:49])[CH3:50] |f:2.3,4.5|. Procedure details: To a stirred solution of methyl (5R)-5-((trimethylsilyl)ethynyl)-L-prolinate (1.2 g, 5.32 mmol) in dichloromethane (30 mL) at ambient temperature under nitrogen was added 4-dimethylamino pyridine (0.65 g, 5.32 mmol), 4-methylmorpholine (0.9 mL, 7.98 mmol), 1-(3-(dimethylamino)propyl)-3-ethyl carbodiimide hydrochloride (1.22 g, 6.39 mmol), and (2S)-((tert-butoxycarbonyl)amino)(cyclopentyl)acetic acid dicyclohexylamine salt (1.55 g, 6.39 mmol). The reaction mixture was stirred at room temperature ... The reactants are [N+](=O)([O-])C=1C=C(C(=O)NC2=CC=C(C=C2)C=2N=CC(NC2)=O)C=CC1 (5-[4-(3-Nitrobenzamido)phenyl]-2(1H)-pyrazinone), C1=CCCCC1 (cyclohexene). The reagents and catalysts are [Pd] (palladium on charcoal). Run in C(C)O (ethanol). The product is NC=1C=C(C(=O)NC2=CC=C(C=C2)C=2N=CC(NC2)=O)C=CC1 (5-[4-(3-Aminobenzamido)phenyl]-2(1H)-pyrazinone). Yield: 60.0%. As a reaction SMILES: [N+:1]([C:4]1[CH:5]=[C:6]([CH:23]=[CH:24][CH:25]=1)[C:7]([NH:9][C:10]1[CH:15]=[CH:14][C:13]([C:16]2[N:17]=[CH:18][C:19](=[O:22])[NH:20][CH:21]=2)=[CH:12][CH:11]=1)=[O:8])([O-])=O.C1CCCCC=1>[Pd].C(O)C>[NH2:1][C:4]1[CH:5]=[C:6]([CH:23]=[CH:24][CH:25]=1)[C:7]([NH:9][C:10]1[CH:15]=[CH:14][C:13]([C:16]2[N:17]=[CH:18][C:19](=[O:22])[NH:20][CH:21]=2)=[CH:12][CH:11]=1)=[O:8]. Reported procedure: 5-[4-(3-Nitrobenzamido)phenyl]-2(1H)-pyrazinone was reduced with cyclohexene and palladium on charcoal in ethanol in a manner similar to that described in Example 6 to give the title compound (60%) m.p.>250° C.; δ(DMSO-d6) 8.01 and 8.10 (2H, ABq, pyrazinone ring protons), ##STR15## ν(Nujol mull) 1525 (--NHCO), 1660 (C=0) cm-1.